Dataset: the Open Reaction Database (ORD), a public repository of structured organic reaction records. Task: describe an organic reaction: reactants, conditions, products, and yield The reactants are CC=Cc1cc(C(OCc2ccccc2)(C(F)(F)F)C(F)(F)F)ccc1N1CCN(C(=O)CBr)CC1C, CC1(c2ccc3c(c2)OCC3)NC(=O)NC1=O. The product is CC=Cc1cc(C(OCc2ccccc2)(C(F)(F)F)C(F)(F)F)ccc1N1CCN(C(=O)CN2C(=O)NC(C)(c3ccc4c(c3)OCC4)C2=O)CC1C. RXN SMILES: [CH2:1]([c:2]1[cH:3][cH:4][cH:5][cH:6][cH:7]1)[O:8][C:9]([C:10]([F:11])([F:12])[F:13])([C:14]([F:15])([F:16])[F:17])[c:18]1[cH:19][c:20]([CH:35]=[CH:36][CH3:37])[c:21]([N:24]2[CH:25]([CH3:34])[CH2:26][N:27]([C:30]([CH2:31][Br:32])=[O:33])[CH2:28][CH2:29]2)[cH:22][cH:23]1.[O:38]1[CH2:39][CH2:40][c:41]2[c:42]1[cH:43][c:44]([C:47]1([CH3:54])[C:48](=[O:53])[NH:49][C:50](=[O:52])[NH:51]1)[cH:45][cH:46]2>>[CH2:1]([c:2]1[cH:3][cH:4][cH:5][cH:6][cH:7]1)[O:8][C:9]([C:10]([F:11])([F:12])[F:13])([C:14]([F:15])([F:16])[F:17])[c:18]1[cH:19][c:20]([CH:35]=[CH:36][CH3:37])[c:21]([N:24]2[CH:25]([CH3:34])[CH2:26][N:27]([C:30]([CH2:31][N:49]3[C:48](=[O:53])[C:47]([c:44]4[cH:43][c:42]5[c:41]([cH:46][cH:45]4)[CH2:40][CH2:39][O:38]5)([CH3:54])[NH:51][C:50]3=[O:52])=[O:33])[CH2:28][CH2:29]2)[cH:22][cH:23]1. Product: Cc1c(-c2cccnc2)n(CCCCC(=O)O)c2ccccc12. RXN SMILES: [Br:1].[Na+:3].[O:4]=[C:5]([CH2:6][CH2:7][CH2:8][CH2:9][n:10]1[c:11](-[c:20]2[cH:21][n:22][cH:23][cH:24][cH:25]2)[c:12]([CH3:19])[c:13]2[cH:14][cH:15][cH:16][cH:17][c:18]12)[CH3:26].[OH-:2].[OH2:27]>>[O:2]=[C:5]([OH:4])[CH2:6][CH2:7][CH2:8][CH2:9][n:10]1[c:11](-[c:20]2[cH:21][n:22][cH:23][cH:24][cH:25]2)[c:12]([CH3:19])[c:13]2[cH:14][cH:15][cH:16][cH:17][c:18]12. Starting materials: Br, [Na+], CC(=O)CCCCn1c(-c2cccnc2)c(C)c2ccccc21, [OH-], O.